Dataset: the Open Reaction Database (ORD), a public repository of structured organic reaction records. Task: describe an organic reaction: reactants, conditions, products, and yield Reactants: Cl.CCOCC (HCl Et2O), ClC1=NC2=CC=CC=C2C(=C1)N1CC2=CC=CC=C2CC1 (2-Chloro-4-(3,4-dihydro-1H-isoquinolin-2-yl)-quinoline), NCC(CO)O ((RS)-3-amino-1,2-propanediol), O (water). Solvent: CO (MeOH). Conditions: temperature 155 celsius. The product is Cl.C1N(CCC2=CC=CC=C12)C1=CC(=NC2=CC=CC=C12)NCC(CO)O ((RS)-3-[4-(3,4-dihydro-1H-isoquinolin-2-yl)-quinolin-2-ylamino]-propane-1,2-diol hydrochloride). The yield is 69.1%. Reaction SMILES: [Cl:1][C:2]1[CH:11]=[C:10]([N:12]2[CH2:21][CH2:20][C:19]3[C:14](=[CH:15][CH:16]=[CH:17][CH:18]=3)[CH2:13]2)[C:9]2[C:4](=[CH:5][CH:6]=[CH:7][CH:8]=2)[N:3]=1.[NH2:22][CH2:23][CH:24]([OH:27])[CH2:25][OH:26].O.Cl.CCOCC>CO>[ClH:1].[CH2:13]1[C:14]2[C:19](=[CH:18][CH:17]=[CH:16][CH:15]=2)[CH2:20][CH2:21][N:12]1[C:10]1[C:9]2[C:4](=[CH:5][CH:6]=[CH:7][CH:8]=2)[N:3]=[C:2]([NH:22][CH2:23][CH:24]([OH:27])[CH2:25][OH:26])[CH:11]=1 |f:3.4,6.7|. Reported procedure: 2-Chloro-4-(3,4-dihydro-1H-isoquinolin-2-yl)-quinoline (0.44 g, 1.5 mmol) and (RS)-3-amino-1,2-propanediol (0.82 g, 9.0 mmol) were mixed and heated at 150-160° C. for 5 hours. The reaction mixture was cooled to room temperature and water (15 ml) was added. The resulting solid was filtered, dried and chromatographed over silica gel (CH2Cl2—MeOH, 19:1 then 9:1) to provide a white foam which was dissolved in MeOH. HCl—Et2O was added to provide (RS)-3-[4-(3,4-dihydro-1H-isoquinolin-2-yl)-quinolin-2-... The reactants are NC=1C=C(C=CC1N)C1=C(C#N)C=CC=C1 (2-(3,4-Diaminophenyl)benzonitrile), FC(C(=O)O)(F)F (trifluoroacetic acid), O (water). Conditions: temperature 85 celsius. Product: C(#N)C1=C(C=CC=C1)C1=CC2=C(NC(=N2)C(F)(F)F)C=C1 (5-(2-cyanophenyl)-2-trifluoromethyl-1H-benzimidazole). Reaction SMILES: [NH2:1][C:2]1[CH:3]=[C:4]([C:9]2[CH:16]=[CH:15][CH:14]=[CH:13][C:10]=2[C:11]#[N:12])[CH:5]=[CH:6][C:7]=1[NH2:8].O.[F:18][C:19]([F:24])([F:23])[C:20](O)=O>>[C:11]([C:10]1[CH:13]=[CH:14][CH:15]=[CH:16][C:9]=1[C:4]1[CH:5]=[CH:6][C:7]2[NH:8][C:20]([C:19]([F:24])([F:23])[F:18])=[N:1][C:2]=2[CH:3]=1)#[N:12]. Procedure: 2-(3,4-Diaminophenyl)benzonitrile (0.01 moles, 2.09 g) was dissolved in 10 ml trifluoroacetic acid and heated at 85° C. for 16 hours. The solution was poured into water and extracted with ethyl acetate. The pH was adjusted to 3.0 using 5N NaOH. The ethyl acetate was washed with brine, dried over sodium sulfate, and concentrated. The residue was chromatographed on silica gel eluted with 25 % ethyl acetate in hexane. The reaction yielded 2.05 g of 5-(2-cyanophenyl)-2-trifluoromethyl-1H-benzimidazo...